Dataset: the Open Reaction Database (ORD), a public repository of structured organic reaction records. Task: describe an organic reaction: reactants, conditions, products, and yield Reactants: C(C)(=O)C1CN(C2CC3=CN(C=4C=CC=C(C34)C12)S(=O)(=O)C1=CC=CC=C1)C (9-Acetyl-4-benzenesulphonyl-7-methyl-6,6a,7,8,9,9a-hexahydro-4H-indolo[6,5,4-cd]indole), C(C)(=O)[O-].[Na+] (sodium acetate), Cl.NO (hydroxylamine hydrochloride). Solvent: CO (methanol). Yields the product C1(=CC=CC=C1)S(=O)(=O)N1C=C2C=3C(=CC=CC13)C1C(CN(C1C2=NO)C)C (4-Benzenesulphonyl-7-methyl-9-methyloximino-6,6a,7,8,9,9a-hexahydro-4H-indolo[6,5,4-cd]indole). Reaction SMILES: [C:1]([CH:4]1[CH:18]2[CH:7]([CH2:8][C:9]3[C:17]4[C:16]2=[CH:15][CH:14]=[CH:13][C:12]=4[N:11]([S:19]([C:22]2[CH:27]=[CH:26][CH:25]=[CH:24][CH:23]=2)(=[O:21])=[O:20])[CH:10]=3)[N:6]([CH3:28])[CH2:5]1)(=O)C.C([O-])(=O)C.[Na+].Cl.[NH2:35][OH:36]>CO>[C:22]1([S:19]([N:11]2[C:12]3[CH:13]=[CH:14][CH:15]=[C:16]4[CH:18]5[CH:7]([C:8](=[N:35][OH:36])[C:9]([C:17]=34)=[CH:10]2)[N:6]([CH3:28])[CH2:5][CH:4]5[CH3:1])(=[O:20])=[O:21])[CH:27]=[CH:26][CH:25]=[CH:24][CH:23]=1 |f:1.2,3.4|. Procedure details: To a stirred solution of the 9-acetyl compound of Example 4 (0.25 g) in methanol (12 cm3) was added anhydrous sodium acetate (0.078 g) and hydroxylamine hydrochloride (0.0615 g) and the orange solution heated to reflux. After 5 hours reaction was indicated to be complete, all solvents were removed under vacuum. Chloroform (40 cm3) and water (40 cm3) was added and the residue partitioned. The organic layer was re-washed with water (25 cm3), dried and evaporated under vacuum to give a yellow-white...